Task: describe an organic reaction: reactants, conditions, products, and yield. Dataset: the Open Reaction Database (ORD), a public repository of structured organic reaction records The reactants are N1N=CC(=C1)C1=CC2=C(C=3N=C(SC3CCO2)C(=O)O)C=C1 (8-(1H-Pyrazol-4-yl)-4,5-dihydro-6-oxa-3-thia-1-aza-benzo[e]azulene-2-carboxylic acid), CN1CCN(CC1)C(=O)C1CCNCC1 ((4-methylpiperazin-1-yl)(piperidin-4-yl)methanone). The product is CN1CCN(CC1)C(=O)C1CCN(CC1)C(=O)C=1SC=2CCOC3=C(C2N1)C=CC(=C3)C=3C=NNC3 ([4-(4-Methyl-piperazine-1-carbonyl)-piperidin-1-yl]-[8-(1H-pyrazol-4-yl)-4,5-dihydro-6-oxa-3-thia-1-aza-benzo[e]azulen-2-yl]-methanone). RXN SMILES: [NH:1]1[CH:5]=[C:4]([C:6]2[CH:22]=[CH:21][C:9]3[C:10]4[N:11]=[C:12]([C:18](O)=[O:19])[S:13][C:14]=4[CH2:15][CH2:16][O:17][C:8]=3[CH:7]=2)[CH:3]=[N:2]1.[CH3:23][N:24]1[CH2:29][CH2:28][N:27]([C:30]([CH:32]2[CH2:37][CH2:36][NH:35][CH2:34][CH2:33]2)=[O:31])[CH2:26][CH2:25]1>>[CH3:23][N:24]1[CH2:25][CH2:26][N:27]([C:30]([CH:32]2[CH2:37][CH2:36][N:35]([C:18]([C:12]3[S:13][C:14]4[CH2:15][CH2:16][O:17][C:8]5[CH:7]=[C:6]([C:4]6[CH:5]=[N:1][NH:2][CH:3]=6)[CH:22]=[CH:21][C:9]=5[C:10]=4[N:11]=3)=[O:19])[CH2:34][CH2:33]2)=[O:31])[CH2:28][CH2:29]1. Procedure details: Following the procedure for 103, 8-(1H-Pyrazol-4-yl)-4,5-dihydro-6-oxa-3-thia-1-aza-benzo[e]azulene-2-carboxylic acid (50.0 mg, 0.2 mmol) was reacted with (4-methylpiperazin-1-yl)(piperidin-4-yl)methanone (1.2 equiv) to give 205 (M+1 507.0) The reactants are OC1CCC=2C=CC=C(C2C1)NC(C)=O (N-(7-hydroxy-5,6,7,8-tetrahydronaphthalen-1-yl)-acetamide), C(C)(=O)OC(C)=O (acetic anhydride). Solvent: N1=CC=CC=C1 (pyridine). Run at time 18 hour. The product is C(C)(=O)NC=1C=CC=C2CCC(CC12)OC(C)=O (acetic acid 8-acetylamino-1,2,3,4-tetrahydronaphthalen-2-yl ester). The yield is 59.3%. As a reaction SMILES: [OH:1][CH:2]1[CH2:11][C:10]2[C:9]([NH:12][C:13](=[O:15])[CH3:14])=[CH:8][CH:7]=[CH:6][C:5]=2[CH2:4][CH2:3]1.[C:16](OC(=O)C)(=[O:18])[CH3:17]>N1C=CC=CC=1>[C:13]([NH:12][C:9]1[CH:8]=[CH:7][CH:6]=[C:5]2[C:10]=1[CH2:11][CH:2]([O:1][C:16](=[O:18])[CH3:17])[CH2:3][CH2:4]2)(=[O:15])[CH3:14]. Reported procedure: A mixture of N-(7-hydroxy-5,6,7,8-tetrahydronaphthalen-1-yl)-acetamide (3 g, 15 mmol), acetic anhydride (2 g, 200 mmol) in pyridine (50 mL) was stirred at room temperature for 18 h. Solvent was removed by rotoevaporation and the residue was purified by column chromatography on silica gel (1:1 ethyl acetate:hexane as eluant) to give the product (2.2 g) as a tan solid in 59% yield. Reactants: O=[N+]([O-])c1ccc2[nH]ncc2c1, C1CCOC1. The product is Nc1ccc2[nH]ncc2c1. As a reaction SMILES: [N+:1]([O-:2])(=[O:3])[c:4]1[cH:5][c:6]2[cH:7][n:8][nH:9][c:10]2[cH:11][cH:12]1.[O:13]1[CH2:14][CH2:15][CH2:16][CH2:17]1>>[NH2:1][c:4]1[cH:5][c:6]2[cH:7][n:8][nH:9][c:10]2[cH:11][cH:12]1. Reactants: O (water), N1(N=CN=C1)CC(=O)C1=CC=C(C=C1)Cl (2-(1,2,4-Triazol-1-yl)-4'-chloroacetophenone), CC(C1=CC=CC=C1)Cl (α-methylbenzyl chloride), [H-].[Na+] (sodium hydride). Solvent: CN(C=O)C (dimethylformamide). The product is N1(N=CN=C1)C(C(=O)C1=CC=C(C=C1)Cl)C(C)C1=CC=CC=C1 (2-(1,2,4-Triazol-1-yl)-3-phenyl-4'-chlorobutyrophenone). RXN SMILES: [N:1]1([CH2:6][C:7]([C:9]2[CH:14]=[CH:13][C:12]([Cl:15])=[CH:11][CH:10]=2)=[O:8])[CH:5]=[N:4][CH:3]=[N:2]1.[H-].[Na+].[CH3:18][CH:19](Cl)[C:20]1[CH:25]=[CH:24][CH:23]=[CH:22][CH:21]=1.O>CN(C)C=O>[N:1]1([CH:6]([CH:19]([C:20]2[CH:25]=[CH:24][CH:23]=[CH:22][CH:21]=2)[CH3:18])[C:7]([C:9]2[CH:14]=[CH:13][C:12]([Cl:15])=[CH:11][CH:10]=2)=[O:8])[CH:5]=[N:4][CH:3]=[N:2]1 |f:1.2|. Procedure details: 2-(1,2,4-Triazol-1-yl)-4'-chloroacetophenone (0.01 mol) was dissolved in dimethylformamide (5.0 ml) at room temperature and treated with sodium hydride (0.01 mol). When the reaction was complete (3 hours), the mixture was cooled to 0° and α-methylbenzyl chloride (0.01 mol) was added dropwise with stirring. After stirring at room temperature for 20 hours, the mixture was poured into water and the product filtered off. Recrystallisation from chloroform/petroleum ether (60°-80°) gave the title comp... The reactants are C(#C)C(O)C1=CC=2C(CCC(C2C=C1)(C)C)(C)C (α-ethynyl-5,6,7,8-tetrahydro-5,5,8,8-tetramethyl-2-naphthalenemethanol), CN1C(=CC(=C1)I)C(=O)OC (methyl N-methyl-4-iodo-2-pyrrolecarboxylate), ester. Yields the product CN1C(=CC(=C1)C#CC(C1=CC=2C(CCC(C2C=C1)(C)C)(C)C)O)C(=O)OC (methyl N-methyl-4-[3-hydroxy-3-(5,6,7,8-tetrahydro-5,5,8,8,-tetramethyl-2-naphthyl)-1-propynyl]-2-pyrrolecarboxylate). RXN SMILES: [C:1]([CH:3]([C:5]1[CH:14]=[CH:13][C:12]2[C:11]([CH3:16])([CH3:15])[CH2:10][CH2:9][C:8]([CH3:18])([CH3:17])[C:7]=2[CH:6]=1)[OH:4])#[CH:2].[CH3:19][N:20]1[CH:24]=[C:23](I)[CH:22]=[C:21]1[C:26]([O:28][CH3:29])=[O:27]>>[CH3:19][N:20]1[CH:24]=[C:23]([C:2]#[C:1][CH:3]([OH:4])[C:5]2[CH:14]=[CH:13][C:12]3[C:11]([CH3:16])([CH3:15])[CH2:10][CH2:9][C:8]([CH3:18])([CH3:17])[C:7]=3[CH:6]=2)[CH:22]=[C:21]1[C:26]([O:28][CH3:29])=[O:27]. Reported procedure: Following the basic procedure of Example 11(d), by reacting 2.9 g (12 mmol) of α-ethynyl-5,6,7,8-tetrahydro-5,5,8,8-tetramethyl-2-naphthalenemethanol with 3.2 g (12.1 mmol) of methyl N-methyl-4-iodo-2-pyrrolecarboxylate, 2.8 g (61%) of the expected ester, with a melting point of 150°-152° C., were recovered by trituration in isopropyl ether. Starting materials: COc1ccc2c(ccn2N)c1, CN(C)C=O, Cc1nc(-c2ncccn2)ncc1C(=O)O. Yields the product COc1ccc2c(ccn2NC(=O)c2cnc(-c3ncccn3)nc2C)c1. Reaction SMILES: [CH3:17][O:18][c:19]1[cH:20][c:21]2[cH:22][cH:23][n:24]([NH2:28])[c:25]2[cH:26][cH:27]1.[O:29]=[CH:30][N:31]([CH3:32])[CH3:33].[n:1]1[c:2](-[c:7]2[n:8][cH:9][c:10]([C:14](=[O:15])[OH:16])[c:11]([CH3:13])[n:12]2)[n:3][cH:4][cH:5][cH:6]1>>[n:1]1[c:2](-[c:7]2[n:8][cH:9][c:10]([C:14](=[O:16])[NH:28][n:24]3[cH:23][cH:22][c:21]4[cH:20][c:19]([O:18][CH3:17])[cH:27][cH:26][c:25]43)[c:11]([CH3:13])[n:12]2)[n:3][cH:4][cH:5][cH:6]1. Starting materials: CCN(CC)CC#CCCC(C)c1cccc(OC)c1, O=S(=O)(O)O. Product: CCN(CC)CCC(=O)CCC(C)c1cccc(OC)c1. Reaction SMILES: [CH2:1]([CH3:2])[N:3]([CH2:4][C:5]#[C:6][CH2:7][CH2:8][CH:9]([CH3:10])[c:11]1[cH:12][c:13]([O:17][CH3:18])[cH:14][cH:15][cH:16]1)[CH2:19][CH3:20].[S:21]([OH:22])(=[O:23])(=[O:24])[OH:25]>>[CH2:1]([CH3:2])[N:3]([CH2:4][CH2:5][C:6]([CH2:7][CH2:8][CH:9]([CH3:10])[c:11]1[cH:12][c:13]([O:17][CH3:18])[cH:14][cH:15][cH:16]1)=[O:22])[CH2:19][CH3:20]. The reactants are BrC=1C=C(C=CC1)N1C2=C(C=3C=C(C=CC13)C)CN(CC2)C (5-(3-bromophenyl)-2,8-dimethyl-2,3,4,5-tetrahydro-1H-pyrido[4,3-b]indole), N1N=CC(=C1)B(O)O (1H-pyrazole-4-boronic acid), C(=O)([O-])[O-].[K+].[K+] (K2CO3), O (water). Reagents/catalysts: C=1C=CC(=CC1)[P](C=2C=CC=CC2)(C=3C=CC=CC3)[Pd]([P](C=4C=CC=CC4)(C=5C=CC=CC5)C=6C=CC=CC6)([P](C=7C=CC=CC7)(C=8C=CC=CC8)C=9C=CC=CC9)[P](C=1C=CC=CC1)(C=1C=CC=CC1)C=1C=CC=CC1 (Pd(PPh3)4). Run in COCCOC (DME). Run at temperature 90 celsius, time 45 minute. Product: N1N=CC(=C1)C=1C=C(C=CC1)N1C2=C(C=3C=C(C=CC13)C)CN(CC2)C (5-(3-(1H-pyrazol-4-yl)phenyl)-2,8-dimethyl-2,3,4,5-tetrahydro-1H-pyrido[4,3-b]indole). Reaction SMILES: Br[C:2]1[CH:3]=[C:4]([N:8]2[C:16]3[CH:15]=[CH:14][C:13]([CH3:17])=[CH:12][C:11]=3[C:10]3[CH2:18][N:19]([CH3:22])[CH2:20][CH2:21][C:9]2=3)[CH:5]=[CH:6][CH:7]=1.[NH:23]1[CH:27]=[C:26](B(O)O)[CH:25]=[N:24]1.C([O-])([O-])=O.[K+].[K+].O>COCCOC.C1C=CC([P]([Pd]([P](C2C=CC=CC=2)(C2C=CC=CC=2)C2C=CC=CC=2)([P](C2C=CC=CC=2)(C2C=CC=CC=2)C2C=CC=CC=2)[P](C2C=CC=CC=2)(C2C=CC=CC=2)C2C=CC=CC=2)(C2C=CC=CC=2)C2C=CC=CC=2)=CC=1>[NH:23]1[CH:27]=[C:26]([C:2]2[CH:3]=[C:4]([N:8]3[C:16]4[CH:15]=[CH:14][C:13]([CH3:17])=[CH:12][C:11]=4[C:10]4[CH2:18][N:19]([CH3:22])[CH2:20][CH2:21][C:9]3=4)[CH:5]=[CH:6][CH:7]=2)[CH:25]=[N:24]1 |f:2.3.4,^1:47,49,68,87|. Procedure details: To a de-aerated solution of 5-(3-bromophenyl)-2,8-dimethyl-2,3,4,5-tetrahydro-1H-pyrido[4,3-b]indole (100 mg, 0.281 mmol), 1H-pyrazole-4-boronic acid (62 mg, 0.56 mmol) and K2CO3 (116 mg, 0.84 mmol) in DME (4 mL)-water (2 mL) was added Pd(PPh3)4 (16 mg, 0.014 mmol). The reaction mixture was stirred at 90° C. for 45 min. The reaction mixture was concentrated under reduced pressure and residue and dissolved in EtOAc (30 mL). The organic layer was washed with water (20 mL), dried over anhydrous sod... Starting materials: CC(C)N1CCN(C(=O)OC(C)(C)C)C(C(=O)N2CCN(C(=O)OCc3ccccc3)CC2)C1, CCOC(C)=O. The product is CC(C)N1CCN(C(=O)OC(C)(C)C)C(C(=O)N2CCNCC2)C1. Reaction SMILES: [CH2:1]([O:2][C:3](=[O:4])[N:11]1[CH2:12][CH2:13][N:14]([C:17](=[O:18])[CH:19]2[N:20]([C:28](=[O:29])[O:30][C:31]([CH3:32])([CH3:33])[CH3:34])[CH2:21][CH2:22][N:23]([CH:25]([CH3:26])[CH3:27])[CH2:24]2)[CH2:15][CH2:16]1)[c:5]1[cH:6][cH:7][cH:8][cH:9][cH:10]1.[CH3:35][CH2:36][O:37][C:38](=[O:39])[CH3:40]>>[NH:11]1[CH2:12][CH2:13][N:14]([C:17](=[O:18])[CH:19]2[N:20]([C:28](=[O:29])[O:30][C:31]([CH3:32])([CH3:33])[CH3:34])[CH2:21][CH2:22][N:23]([CH:25]([CH3:26])[CH3:27])[CH2:24]2)[CH2:15][CH2:16]1. Starting materials: Brc1cnc(-c2cccc(Cn3nnc4ncc(Br)nc43)c2)nc1, Cn1cc(B2OC(C)(C)C(C)(C)O2)cn1, COCCOC, [K+], [K+], [K+], O, O, O, O=P([O-])([O-])[O-]. Yields the product Cn1cc(Oc2cnc3nnn(Cc4cccc(-c5ncc(Br)cn5)c4)c3n2)cn1. As a reaction SMILES: [Br:1][c:2]1[cH:3][n:4][c:5]2[c:6]([n:7]1)[n:8]([CH2:11][c:12]1[cH:13][c:14](-[c:18]3[n:19][cH:20][c:21]([Br:24])[cH:22][n:23]3)[cH:15][cH:16][cH:17]1)[n:9][n:10]2.[CH3:25][n:26]1[n:27][cH:28][c:29]([B:31]2[O:32][C:33]([CH3:34])([CH3:35])[C:36]([CH3:37])([CH3:38])[O:39]2)[cH:30]1.[CH3:51][O:52][CH2:53][CH2:54][O:55][CH3:56].[K+:48].[K+:49].[K+:50].[OH2:40].[OH2:41].[OH2:42].[P:43](=[O:44])([O-:45])([O-:46])[O-:47]>>[c:2]1([O:44][c:29]2[cH:28][n:27][n:26]([CH3:25])[cH:30]2)[cH:3][n:4][c:5]2[c:6]([n:7]1)[n:8]([CH2:11][c:12]1[cH:13][c:14](-[c:18]3[n:19][cH:20][c:21]([Br:24])[cH:22][n:23]3)[cH:15][cH:16][cH:17]1)[n:9][n:10]2.